Dataset: the Open Reaction Database (ORD), a public repository of structured organic reaction records. Task: describe an organic reaction: reactants, conditions, products, and yield Starting materials: COC=1C=C(C=CC1OC)N=C=O (3,4-dimethoxyphenylisocyanate), C(CC)(=O)N (propionamide). Reaction conditions: time 15 minute. Yields the product COC=1C=C(C=CC1OC)NC(=O)NC(CC)=O (N-(3,4-Dimethoxyphenyl)-N'-propionylurea). As a reaction SMILES: [CH3:1][O:2][C:3]1[CH:4]=[C:5]([N:11]=[C:12]=[O:13])[CH:6]=[CH:7][C:8]=1[O:9][CH3:10].[C:14]([NH2:18])(=[O:17])[CH2:15][CH3:16]>>[CH3:1][O:2][C:3]1[CH:4]=[C:5]([NH:11][C:12]([NH:18][C:14](=[O:17])[CH2:15][CH3:16])=[O:13])[CH:6]=[CH:7][C:8]=1[O:9][CH3:10]. Procedure details: A mixture of 3,4-dimethoxyphenylisocyanate (26.0 g, 145 mM) and propionamide (10.61 g, 145 mM) is heated at 160°-165° C. for 11/2 hours. A homogeneous pale yellow solution forms which after 15 minutes solidifies. The heating is discontinued and the flask is allowed to cool slowly. The mixture is triturated with acetone and this resulting white solid is filtered and dried. Yield: 32.45 g, mp 193°-197° C. Run in O1CCCC1 (tetrahydrofuran). The reactants are C(C)OB(OCC)OCC (triethylborate), C(CCC)[Li] (n-butyllithium), CCCCCC (hexane), BrC=1C=C2CCCC2=CC1 (5-bromo-indane), [Cl-].[NH4+] (ammonium chloride). Yields the product C1CCC2=CC(=CC=C12)B(O)O (indan-5-boronic acid). As a reaction SMILES: C([Li])CCC.CCCCCC.Br[C:13]1[CH:14]=[C:15]2[C:19](=[CH:20][CH:21]=1)[CH2:18][CH2:17][CH2:16]2.C([O:24][B:25](OCC)[O:26]CC)C.[Cl-].[NH4+]>O1CCCC1>[CH2:18]1[C:19]2[C:15](=[CH:14][C:13]([B:25]([OH:26])[OH:24])=[CH:21][CH:20]=2)[CH2:16][CH2:17]1 |f:4.5|. Reaction conditions: temperature -65 celsius, time 30 minute. Procedure details: A solution of n-butyllithium in hexane (13.2 mL of 1.6 M, 21 mmol) is added to a stirred solution of 5-bromo-indane (1.06 g, 4 mmol) in dry tetrahydrofuran (30 mL) at −75° C. under an argon atmosphere. The mixture is stirred for 30 min at −65° C., then treated with triethylborate (3.07 g, 21 mmol) and stirred for 60 min at −50° C. The resulting mixture is allowed to warm to 0° C. and then treated with a saturated aqueous solution of ammonium chloride (60 mL) and extracted with ethyl acetate (2×8...